From a dataset of the Open Reaction Database (ORD), a public repository of structured organic reaction records. describe an organic reaction: reactants, conditions, products, and yield Starting materials: C(C)OC(=O)C1=C(OC2=CC3=C(NC(=N3)C3=NC=CC=C3)C=C2OC2=CC=C(C=C2)S(=O)(=O)C)C=CC=C1 (5-(2-Ethoxycarbonyl-phenoxy)-6-(4-methanesulfonyl-phenoxy)-2-pyridin-2-yl-1H-benzimidazole), N1[C@@H](C(=O)N)CCC1 (D-prolinamide). The product is CS(=O)(=O)C1=CC=C(OC=2C(=CC3=C(N=C(N3)C3=NC=CC=C3)C2)N2[C@H](CCC2)C(=O)N)C=C1 ((2R)-1-(6-(4-methanesulfonyl-phenoxy)-2-pyridin-2-yl-3H-benzimidazol-5-yl)-pyrrolidine-2-carboxamide). As a reaction SMILES: C(OC(C1C=CC=CC=1O[C:9]1[C:23]([O:24][C:25]2[CH:30]=[CH:29][C:28]([S:31]([CH3:34])(=[O:33])=[O:32])=[CH:27][CH:26]=2)=[CH:22][C:12]2[NH:13][C:14]([C:16]3[CH:21]=[CH:20][CH:19]=[CH:18][N:17]=3)=[N:15][C:11]=2[CH:10]=1)=O)C.[NH:39]1[CH2:46][CH2:45][CH2:44][C@@H:40]1[C:41]([NH2:43])=[O:42]>>[CH3:34][S:31]([C:28]1[CH:29]=[CH:30][C:25]([O:24][C:23]2[C:9]([N:39]3[CH2:46][CH2:45][CH2:44][C@@H:40]3[C:41]([NH2:43])=[O:42])=[CH:10][C:11]3[NH:15][C:14]([C:16]4[CH:21]=[CH:20][CH:19]=[CH:18][N:17]=4)=[N:13][C:12]=3[CH:22]=2)=[CH:26][CH:27]=1)(=[O:32])=[O:33]. Procedure details: The entitled compound was obtained as a pale yellow solid in the same method as in Example 15 or in accordance with the method or by combining it with an ordinary method but using 5-fluoro-4-(4-methanesulfonyl-phenoxy)-2-nitro-phenylamine obtained in Example 14, and D-prolinamide. Starting materials: BrC1=CC=2C3(C4=CC(=CC=C4OC2C=C1)O)N=C(OC3)N (2′-bromo-7′-hydroxyspiro[1,3-oxazole-4,9′-xanthen]-2-amine), N1=CN=CC(=C1)B(O)O (pyrimidin-5-ylboronic acid), C([O-])([O-])=O.[K+].[K+] (potassium carbonate), aqueous solution. The reagents and catalysts are C=1C=CC(=CC1)[P](C=2C=CC=CC2)(C=3C=CC=CC3)[Pd]([P](C=4C=CC=CC4)(C=5C=CC=CC5)C=6C=CC=CC6)([P](C=7C=CC=CC7)(C=8C=CC=CC8)C=9C=CC=CC9)[P](C=1C=CC=CC1)(C=1C=CC=CC1)C=1C=CC=CC1 (tetrakis(triphenylphosphine)palladium(0)). The solvent is C1CCOC1 (THF). Yields the product OC1=CC=2C3(C4=CC(=CC=C4OC2C=C1)C=1C=NC=NC1)N=C(OC3)N (2′-hydroxy-7′-(5-pyrimidinyl)spiro[1,3-oxazole-4,9′-xanthen]-2-amine). As a reaction SMILES: Br[C:2]1[CH:15]=[CH:14][C:13]2[O:12][C:11]3[C:6](=[CH:7][C:8]([OH:16])=[CH:9][CH:10]=3)[C:5]3([CH2:20][O:19][C:18]([NH2:21])=[N:17]3)[C:4]=2[CH:3]=1.[N:22]1[CH:27]=[C:26](B(O)O)[CH:25]=[N:24][CH:23]=1.C(=O)([O-])[O-].[K+].[K+]>C1COCC1.C1C=CC([P]([Pd]([P](C2C=CC=CC=2)(C2C=CC=CC=2)C2C=CC=CC=2)([P](C2C=CC=CC=2)(C2C=CC=CC=2)C2C=CC=CC=2)[P](C2C=CC=CC=2)(C2C=CC=CC=2)C2C=CC=CC=2)(C2C=CC=CC=2)C2C=CC=CC=2)=CC=1>[OH:16][C:8]1[CH:9]=[CH:10][C:11]2[O:12][C:13]3[C:4](=[CH:3][C:2]([C:26]4[CH:27]=[N:22][CH:23]=[N:24][CH:25]=4)=[CH:15][CH:14]=3)[C:5]3([CH2:20][O:19][C:18]([NH2:21])=[N:17]3)[C:6]=2[CH:7]=1 |f:2.3.4,^1:45,47,66,85|. Reported procedure: A 150-mL pressure vessel was charged with 2′-bromo-7′-hydroxyspiro[1,3-oxazole-4,9′-xanthen]-2-amine (845 mg, 2434 μmol) in THF (24 mL), pyrimidin-5-ylboronic acid (754 mg, 6085 μmol), tetrakis(triphenylphosphine)palladium(0) (281 mg, 243 μmol), and potassium carbonate (10.1 mL of a 1.2 M aqueous solution, 12.1 mmol). The vessel was sealed and placed in a 100° C. oil bath at for 4 h. The reaction mixture was cooled to RT and partitioned between EtOAc (50 mL) and water (50 mL). The aqueous layer ...